From a dataset of the Open Reaction Database (ORD), a public repository of structured organic reaction records. describe an organic reaction: reactants, conditions, products, and yield Reactants: resultant mixture, C(C)OC1=CC=C2C=3C=CC(=C(C3C(C(C2=C1F)(F)F)(F)F)F)O (7-ethoxy-1,8,9,9,10,10-hexafluoro-9,10-dihydrophenanthrene-2-ol), C([O-])([O-])=O.[K+].[K+] (potassium carbonate), BrC1(CCC(CC1)CCC)C(F)(F)Br (1-bromo-1-(bromodifluoromethyl)-4-propylcyclohexane). The solvent is CN(C)C=O (DMF). Product: FC(OC1=C(C=2C(C(C3=C(C(=CC=C3C2C=C1)OCC)F)(F)F)(F)F)F)(C1=CCC(CC1)CCC)F (2-(difluoro(4-propylcyclohexa-1-en-1-yl)methoxy)-7-ethoxy-1,8,9,9,10,10-hexafluoro-9,10-dihydrophenanthrene). The yield is 78.3%. RXN SMILES: [CH2:1]([O:3][C:4]1[C:17]([F:18])=[C:16]2[C:7]([C:8]3[CH:9]=[CH:10][C:11]([OH:24])=[C:12]([F:23])[C:13]=3[C:14]([F:22])([F:21])[C:15]2([F:20])[F:19])=[CH:6][CH:5]=1)[CH3:2].C(=O)([O-])[O-].[K+].[K+].Br[C:32]1([C:41](Br)([F:43])[F:42])[CH2:37][CH2:36][CH:35]([CH2:38][CH2:39][CH3:40])[CH2:34][CH2:33]1>CN(C=O)C>[F:42][C:41]([F:43])([C:32]1[CH2:37][CH2:36][CH:35]([CH2:38][CH2:39][CH3:40])[CH2:34][CH:33]=1)[O:24][C:11]1[CH:10]=[CH:9][C:8]2[C:7]3[C:16](=[C:17]([F:18])[C:4]([O:3][CH2:1][CH3:2])=[CH:5][CH:6]=3)[C:15]([F:19])([F:20])[C:14]([F:21])([F:22])[C:13]=2[C:12]=1[F:23] |f:1.2.3|. Procedure details: Under a nitrogen atmosphere, a mixture of compound (91) (3.76 g, 10.80 mmol) and potassium carbonate (4.48 g, 32.4 mmol) was heated and agitated at 110° C. for 1 hour in a DMF (40 mL) solvent. Subsequently, 1-bromo-1-(bromodifluoromethyl)-4-propylcyclohexane (92) (7.21 g, 21.59 mmol) was added dropwise to the reaction mixture at 110° C., and the resultant mixture was further agitated for 3 hours. The reaction mixture was quenched with water, and extracted with 50 mL of toluene three times. Combi... Starting materials: C1(=CC=CC=C1)S(=O)(=O)C(=CNC1=NC=C(C=C1)[N+](=O)[O-])S(=O)(=O)C1=CC=CC=C1 (1,1-bis(phenylsulphonyl)-2-(5-nitropyrid-2-ylamino)ethene), Cl (hydrochloric acid), [H][H] (hydrogen). Reagents/catalysts: [Pd] (palladium on charcoal). Solvent: CN(C=O)C (dimethylformamide). Run at time 30 minute. Product: NC=1C=CC(=NC1)NC=C(S(=O)(=O)C1=CC=CC=C1)S(=O)(=O)C1=CC=CC=C1 (2-(5-aminopyrid-2-ylamino)-1,1-bis(phenylsulphonyl)ethene). Yield: 24.0%. RXN SMILES: [C:1]1([S:7]([C:10]([S:22]([C:25]2[CH:30]=[CH:29][CH:28]=[CH:27][CH:26]=2)(=[O:24])=[O:23])=[CH:11][NH:12][C:13]2[CH:18]=[CH:17][C:16]([N+:19]([O-])=O)=[CH:15][N:14]=2)(=[O:9])=[O:8])[CH:6]=[CH:5][CH:4]=[CH:3][CH:2]=1.Cl.[H][H]>[Pd].CN(C)C=O>[NH2:19][C:16]1[CH:17]=[CH:18][C:13]([NH:12][CH:11]=[C:10]([S:22]([C:25]2[CH:30]=[CH:29][CH:28]=[CH:27][CH:26]=2)(=[O:24])=[O:23])[S:7]([C:1]2[CH:6]=[CH:5][CH:4]=[CH:3][CH:2]=2)(=[O:8])=[O:9])=[N:14][CH:15]=1. Procedure details: A mixture of 1,1-bis(phenylsulphonyl)-2-(5-nitropyrid-2-ylamino)ethene (2.23 g), concentrated hydrochloric acid (2 ml), palladium on charcoal catalyst (5% w/w; 1.5 g) and dimethylformamide (50 ml) was hydrogenated at 25° C. and atmospheric pressure until three molar equivalents of hydrogen had been taken up. After filtration to remove the catalyst, the dimethylformamide was removed under vacuum below 40° C. and the residue was treated with methanol (25 ml) and stirred for 30 minutes, and then al... Procedure: This compound was produced by reaction of 6-(2,4-diamino-pyrimidin-5-ylmethyl)-1-methyl-1H-indol-4-ol (Example 4,269 mg, 1.00 mmol) with 2-methylpropane-1-sulfonyl chloride (188 mg, 1.20 mmol), following the procedure detailed in Example 5c. Yield: 58 mg (15%). White solid. Reaction SMILES: [NH2:1][C:2]1[N:7]=[C:6]([NH2:8])[C:5]([CH2:9][C:10]2[CH:11]=[C:12]([OH:20])[C:13]3[CH:14]=[CH:15][N:16]([CH3:19])[C:17]=3[CH:18]=2)=[CH:4][N:3]=1.[CH3:21][CH:22]([CH3:28])[CH2:23][S:24](Cl)(=[O:26])=[O:25]>>[NH2:1][C:2]1[N:7]=[C:6]([NH2:8])[C:5]([CH2:9][C:10]2[CH:18]=[C:17]3[C:13]([CH:14]=[CH:15][N:16]3[CH3:19])=[C:12]([O:20][S:24]([CH2:23][CH:22]([CH3:28])[CH3:21])(=[O:26])=[O:25])[CH:11]=2)=[CH:4][N:3]=1. The product is NC1=NC=C(C(=N1)N)CC1=CC(=C2C=CN(C2=C1)C)OS(=O)(=O)CC(C)C (2-Methyl-propane-1-sulfonic acid 6-(2,4-diamino-pyrimidin-5-ylmethyl)-1-methyl-1H-indol-4-yl ester). Reactants: NC1=NC=C(C(=N1)N)CC=1C=C(C=2C=CN(C2C1)C)O (6-(2,4-diamino-pyrimidin-5-ylmethyl)-1-methyl-1H-indol-4-ol), CC(CS(=O)(=O)Cl)C (2-methylpropane-1-sulfonyl chloride). The reactants are C(CCCCCCCCCCC)(=O)Cl (lauroyl chloride), SC(CO)CS (2,3-Dimercaptopropanol), Cl (hydrogen chloride). Run in C1=CC=CC=C1 (benzene). Yields the product C(CCCCCCCCCCC)(=O)OCC(CS)S (2,3-dimercaptopropyl laurate). The yield is 38.8%. As a reaction SMILES: [SH:1][CH:2]([CH2:5][SH:6])[CH2:3][OH:4].[C:7](Cl)(=[O:19])[CH2:8][CH2:9][CH2:10][CH2:11][CH2:12][CH2:13][CH2:14][CH2:15][CH2:16][CH2:17][CH3:18].Cl>C1C=CC=CC=1>[C:7]([O:4][CH2:3][CH:2]([SH:1])[CH2:5][SH:6])(=[O:19])[CH2:8][CH2:9][CH2:10][CH2:11][CH2:12][CH2:13][CH2:14][CH2:15][CH2:16][CH2:17][CH3:18]. Reported procedure: 2,3-Dimercaptopropanol (12.0 g) is dissolved in benzene (75 ml) and thereto is added dropwise lauroyl chloride (21.5 g) with stirring. The mixture is refluxed with stirring for about 3.5 hours until the generation of hydrogen chloride is ceased to evolve. The mixture is then distilled to remove benzene and the resulting residue is distilled to give 2,3-dimercaptopropyl laurate (11.5 g) as a yellow oily substance, b.p. 167° - 175° C/1 mmHg. Yields the product CCOP(=O)(CC1=CC(=NC=C1)C2=NC=CC(=C2)CP(=O)(OCC)OCC)OCC (4,4′-bis(diethyl methylphosphonate)-2,2′-bipyridine). The solvent is C(Cl)Cl.CCCCCC (CH2Cl2 hexane). Reported procedure: Compound 5 (2.6 g, 10.3 mmol) was refluxed overnight under N2 in triethylphosphite (50 ml). Excess P(OEt)3 was evaporated and the resulting brown oil was column chromatographed (Al2O3, CH2Cl2/MeOH: 98/2). The yellow oil thus obtained was dissolved in a mixture of CH2Cl2/hexane (1/50 ml) and let stand in the freezer to afford after filtration 4 g (85%) of compound 6 as a slightly yellow crystalline solid. RXN SMILES: Cl[CH2:2][C:3]1[CH:8]=[CH:7][N:6]=[C:5]([C:9]2[CH:14]=[C:13]([CH2:15]Cl)[CH:12]=[CH:11][N:10]=2)[CH:4]=1.C([O:19][P:20]([O:24][CH2:25][CH3:26])[O:21][CH2:22][CH3:23])C>C(Cl)Cl.CCCCCC>[CH3:23][CH2:22][O:21][P:20]([O:24][CH2:25][CH3:26])([CH2:2][C:3]1[CH:8]=[CH:7][N:6]=[C:5]([C:9]2[CH:14]=[C:13]([CH2:15][P:20]([O:21][CH2:22][CH3:23])([O:24][CH2:25][CH3:26])=[O:19])[CH:12]=[CH:11][N:10]=2)[CH:4]=1)=[O:19] |f:2.3|. Starting materials: ClCC1=CC(=NC=C1)C1=NC=CC(=C1)CCl (4,4′-bis(chloromethyl)-2,2′-bipyridine), C(C)OP(OCC)OCC (triethylphosphite).